From a dataset of the Open Reaction Database (ORD), a public repository of structured organic reaction records. describe an organic reaction: reactants, conditions, products, and yield Starting materials: C([O-])([O-])=O.[Na+].[Na+] (sodium carbonate), BrC1=CC=C(C(=O)OC)C=C1 (methyl 4-bromobenzoate), [N+](=O)([O-])C=1C=C(C=CC1)B(O)O (3-nitrophenylboronic acid). Reagents/catalysts: C=1C=CC(=CC1)[P](C=2C=CC=CC2)(C=3C=CC=CC3)[Pd]([P](C=4C=CC=CC4)(C=5C=CC=CC5)C=6C=CC=CC6)([P](C=7C=CC=CC7)(C=8C=CC=CC8)C=9C=CC=CC9)[P](C=1C=CC=CC1)(C=1C=CC=CC1)C=1C=CC=CC1 (tetrakis(triphenylphosphine)palladium(0)). The solvent is O1CCOCC1 (dioxane). Run at temperature 85 celsius. Yields the product COC(=O)C1=CC=C(C=C1)C1=CC(=CC=C1)[N+](=O)[O-] (3′-Nitro-[1,1′-biphenyl]-4-carboxylic acid methyl ester). Isolated yield 16.6%. RXN SMILES: Br[C:2]1[CH:11]=[CH:10][C:5]([C:6]([O:8][CH3:9])=[O:7])=[CH:4][CH:3]=1.[N+:12]([C:15]1[CH:16]=[C:17](B(O)O)[CH:18]=[CH:19][CH:20]=1)([O-:14])=[O:13].C(=O)([O-])[O-].[Na+].[Na+]>O1CCOCC1.C1C=CC([P]([Pd]([P](C2C=CC=CC=2)(C2C=CC=CC=2)C2C=CC=CC=2)([P](C2C=CC=CC=2)(C2C=CC=CC=2)C2C=CC=CC=2)[P](C2C=CC=CC=2)(C2C=CC=CC=2)C2C=CC=CC=2)(C2C=CC=CC=2)C2C=CC=CC=2)=CC=1>[CH3:9][O:8][C:6]([C:5]1[CH:10]=[CH:11][C:2]([C:19]2[CH:18]=[CH:17][CH:16]=[C:15]([N+:12]([O-:14])=[O:13])[CH:20]=2)=[CH:3][CH:4]=1)=[O:7] |f:2.3.4,^1:39,41,60,79|. Reported procedure: To a stirred mixture of methyl 4-bromobenzoate (1.00 g) and 3-nitrophenylboronic acid (800 mg) in dioxane (20 mL) was added tetrakis(triphenylphosphine)palladium(0) (165 mg) and solid sodium carbonate (710 mg). The mixture was heated at 85° C. overnight, cooled to room temperature and partitioned between dichloromethane (100 mL) and 2 M aqueous sodium carbonate (50 mL) containing concentrated ammonium hydroxide (5 mL). The aqueous layer was further extracted twice with dichioromethane. The combi... Reaction SMILES: [CH3:1][OH:2].[ClH:3].[Fe:22].[OH2:23].[OH:4][NH:5][c:6]1[cH:7][cH:8][cH:9][c:10]2[c:19]1[C:18](=[O:20])[c:17]1[c:12]([cH:13][cH:14][cH:15][cH:16]1)[C:11]2=[O:21]>>[NH2:5][c:6]1[cH:7][cH:8][cH:9][c:10]2[c:19]1[C:18](=[O:20])[c:17]1[c:12]([cH:13][cH:14][cH:15][cH:16]1)[C:11]2=[O:21]. Yields the product Nc1cccc2c1C(=O)c1ccccc1C2=O. The reactants are CO, Cl, [Fe], O, O=C1c2ccccc2C(=O)c2c(NO)cccc21.